From a dataset of the Open Reaction Database (ORD), a public repository of structured organic reaction records. describe an organic reaction: reactants, conditions, products, and yield Reactants: N1C(CN2C1=NC1=CC=CC=C1C2)=O (1,2,3,5-tetrahydroimidazo[2,1-b]-quinazolin-2-one), C(C)(=O)O (acetic acid), BrBr (bromine). Solvent: O (water). Reaction conditions: time 1 hour. The product is BrC=1C=C2CN3C(=NC2=CC1)NC(C3)=O (7-Bromo-1,2,3,5-tetrahydroimidazo[2,1-b]-quinazolin-2-one). The yield is 30.0%. RXN SMILES: [NH:1]1[C:5]2=[N:6][C:7]3[C:12]([CH2:13][N:4]2[CH2:3][C:2]1=[O:14])=[CH:11][CH:10]=[CH:9][CH:8]=3.C(O)(=O)C.[Br:19]Br>O>[Br:19][C:10]1[CH:11]=[C:12]2[C:7](=[CH:8][CH:9]=1)[N:6]=[C:5]1[NH:1][C:2](=[O:14])[CH2:3][N:4]1[CH2:13]2. Procedure: To a vigorously stirred solution of 1.87 g. (0.01 mole) of 1,2,3,5-tetrahydroimidazo[2,1-b]-quinazolin-2-one in 40 ml. of glacial acetic acid was added dropwise at room temperature 1.60 g. (0.01 mole) of bromine. The mixture was stirred at room temperature for one hour, water (50 ml.) was added and the volume concentrated (10-15 ml.) in vacuo. Additional water (50 ml.) was added, the solution made basic with ammonium hydroxide, warmed and the insoluble material filtered under suction. The colorl...